This data is from the Open Reaction Database (ORD), a public repository of structured organic reaction records. The task is: describe an organic reaction: reactants, conditions, products, and yield Reactants: O=C([O-])[O-], BrCc1ccccc1, [Cs+], [Cs+], Nc1ccc(O)cc1[N+](=O)[O-], O. Yields the product Nc1ccc(OCc2ccccc2)cc1[N+](=O)[O-]. Reaction SMILES: [C:20](=[O:21])([O-:22])[O-:23].[CH2:12]([c:13]1[cH:14][cH:15][cH:16][cH:17][cH:18]1)[Br:19].[Cs+:24].[Cs+:25].[NH2:1][c:2]1[c:3]([N+:9](=[O:10])[O-:11])[cH:4][c:5]([OH:8])[cH:6][cH:7]1.[OH2:26]>>[NH2:1][c:2]1[c:3]([N+:9](=[O:10])[O-:11])[cH:4][c:5]([O:8][CH2:12][c:13]2[cH:14][cH:15][cH:16][cH:17][cH:18]2)[cH:6][cH:7]1.